Dataset: the Open Reaction Database (ORD), a public repository of structured organic reaction records. Task: describe an organic reaction: reactants, conditions, products, and yield Starting materials: CCOC(=O)c1cc(CBr)on1, COCCOC, OB(O)c1cc(F)ccc1F, [Na+], [Na+], O=C([O-])[O-], O, c1ccc(P(c2ccccc2)(c2ccccc2)[Pd](P(c2ccccc2)(c2ccccc2)c2ccccc2)(P(c2ccccc2)(c2ccccc2)c2ccccc2)P(c2ccccc2)(c2ccccc2)c2ccccc2)cc1. Yields the product CCOC(=O)c1cc(Cc2cc(F)ccc2F)on1. Reaction SMILES: [Br:7][CH2:8][c:9]1[cH:10][c:11]([C:14](=[O:15])[O:16][CH2:17][CH3:18])[n:12][o:13]1.[CH3:1][O:2][CH2:3][CH2:4][O:5][CH3:6].[F:19][c:20]1[c:21]([B:27]([OH:28])[OH:29])[cH:22][c:23]([F:26])[cH:24][cH:25]1.[Na+:30].[Na+:31].[O-:32][C:33](=[O:34])[O-:35].[OH2:113].[cH:36]1[cH:37][cH:38][c:39]([P:40]([Pd:41]([P:42]([c:43]2[cH:44][cH:45][cH:46][cH:47][cH:48]2)([c:49]2[cH:50][cH:51][cH:52][cH:53][cH:54]2)[c:55]2[cH:56][cH:57][cH:58][cH:59][cH:60]2)([P:61]([c:62]2[cH:63][cH:64][cH:65][cH:66][cH:67]2)([c:68]2[cH:69][cH:70][cH:71][cH:72][cH:73]2)[c:74]2[cH:75][cH:76][cH:77][cH:78][cH:79]2)[P:80]([c:81]2[cH:82][cH:83][cH:84][cH:85][cH:86]2)([c:87]2[cH:88][cH:89][cH:90][cH:91][cH:92]2)[c:93]2[cH:94][cH:95][cH:96][cH:97][cH:98]2)([c:99]2[cH:100][cH:101][cH:102][cH:103][cH:104]2)[c:105]2[cH:106][cH:107][cH:108][cH:109][cH:110]2)[cH:111][cH:112]1>>[CH2:8]([c:9]1[cH:10][c:11]([C:14](=[O:15])[O:16][CH2:17][CH3:18])[n:12][o:13]1)[c:21]1[c:20]([F:19])[cH:25][cH:24][c:23]([F:26])[cH:22]1. Starting materials: FC(CCC(CCC=O)=O)(F)F (7,7,7-trifluoro-4-oxo-heptanal), [Cl-].[NH4+] (ammonium chloride). The solvent is C(C)(=O)OCC (ethyl acetate), C(C)O (ethanol). Yields the product FC(CCC=1NC=CC1)(F)F (2-(3,3,3-trifluoro-propyl)-1H-pyrrole). Yield: 14.5%. As a reaction SMILES: [F:1][C:2]([F:12])([F:11])[CH2:3][CH2:4][C:5](=O)[CH2:6][CH2:7][CH:8]=O.[Cl-].[NH4+:14]>C(O)C.C(OCC)(=O)C>[F:1][C:2]([F:12])([F:11])[CH2:3][CH2:4][C:5]1[NH:14][CH:8]=[CH:7][CH:6]=1 |f:1.2|. Reported procedure: Crude 7,7,7-trifluoro-4-oxo-heptanal (10 g, prepared above) in ethanol (100 ml) was treated with ammonium chloride (400 mmol, 21 g), then heated to reflux for 1 h. The resulting solution was diluted with ethyl acetate (300 ml) and washed with brine (2×50 ml). The organics were concentrated under reduced pressure. Purification of the residue by silica gel chromatography provided 1.3 g (21% overall from 4,4,4-trifluorobutyric acid) of 2-(3,3,3-trifluoro-propyl)-1H-pyrrole. 1H NMR (CDCl3) δ7.98 (1H... The reactants are CCOC(=O)C1CCC(c2cc(F)c(F)c(F)c2)=N1, CCO. Yields the product CCOC(=O)C1CCC(c2cc(F)c(F)c(F)c2)N1. RXN SMILES: [CH2:1]([CH3:2])[O:3][C:4](=[O:5])[CH:6]1[N:7]=[C:8]([c:11]2[cH:12][c:13]([F:19])[c:14]([F:18])[c:15]([F:17])[cH:16]2)[CH2:9][CH2:10]1.[CH3:20][CH2:21][OH:22]>>[CH2:1]([CH3:2])[O:3][C:4](=[O:5])[CH:6]1[NH:7][CH:8]([c:11]2[cH:12][c:13]([F:19])[c:14]([F:18])[c:15]([F:17])[cH:16]2)[CH2:9][CH2:10]1. Starting materials: C(C)(C)O (isopropyl alcohol), C(C)(C)O (isopropyl alcohol), C(CC#N)#N (malononitrile), CN(C=C(C=O)C1=CC=NC=C1)C (3-dimethylamino-2-(4-pyridinyl)-2-propen-1-one), solution. Run in O (water). Conditions: temperature 3 celsius. Product: C(#N)C1=CC(=CNC1=O)C1=CC=NC=C1 (5-cyano[3,4'-bipyridin]-6(1H)-one). Reaction SMILES: [CH:1]([OH:4])([CH3:3])C.C[N:6](C)[CH:7]=[C:8]([C:11]1[CH:16]=[CH:15][N:14]=[CH:13][CH:12]=1)[CH:9]=O.C(#N)C[C:20]#[N:21]>O>[C:20]([C:3]1[C:1](=[O:4])[NH:6][CH:7]=[C:8]([C:11]2[CH:16]=[CH:15][N:14]=[CH:13][CH:12]=2)[CH:9]=1)#[N:21]. Procedure: To 2500 ml of isopropyl alcohol heated to reflux was added with stirring 300 g of 3-dimethylamino-2-(4-pyridinyl)-2-propen-1-one [same as α-(4-pyridinyl)-β-(dimethyl-amino)acrolein]. To the resulting mixture was added 500 ml of a solution containing 138 g of malonontrile, 1500 ml of isopropyl alcohol and 100 ml of water. The temperature was brought back to reflux in about 10 minutes and then the remainder of the malononitrile solution was added from a dropping funnel over a period of about 25 mi...